This data is from the Open Reaction Database (ORD), a public repository of structured organic reaction records. The task is: describe an organic reaction: reactants, conditions, products, and yield The reactants are compound 59, NC1=C(OCCCC(=O)OCC)C=CC=C1 (ethyl 4-(2-aminophenoxy)butyrate), FC1=CC=C(C(C2=CC=C(C=C2)F)N2C=CC3=CC(=CC=C23)/C(=C/C(=O)O)/C)C=C1 (3-[1-(4,4'-difluorobenzhydryl)indol-5-yl]isocrotonic acid). The product is FC1=CC=C(C(C2=CC=C(C=C2)F)N2C=CC3=CC(=CC=C23)/C(=C/C(=O)NC2=C(OCCCC(=O)O)C=CC=C2)/C)C=C1 (4-{2-[3-[1-(4,4'-difluorobenzhydryl)indol-5-yl]isocrotonoylamino]phenoxy}butyric acid). As a reaction SMILES: [NH2:1][C:2]1[CH:16]=[CH:15][CH:14]=[CH:13][C:3]=1[O:4][CH2:5][CH2:6][CH2:7][C:8]([O:10]CC)=[O:9].[F:17][C:18]1[CH:46]=[CH:45][C:21]([CH:22]([N:30]2[C:38]3[C:33](=[CH:34][C:35](/[C:39](/[CH3:44])=[CH:40]/[C:41](O)=[O:42])=[CH:36][CH:37]=3)[CH:32]=[CH:31]2)[C:23]2[CH:28]=[CH:27][C:26]([F:29])=[CH:25][CH:24]=2)=[CH:20][CH:19]=1>>[F:29][C:26]1[CH:27]=[CH:28][C:23]([CH:22]([N:30]2[C:38]3[C:33](=[CH:34][C:35](/[C:39](/[CH3:44])=[CH:40]/[C:41]([NH:1][C:2]4[CH:16]=[CH:15][CH:14]=[CH:13][C:3]=4[O:4][CH2:5][CH2:6][CH2:7][C:8]([OH:10])=[O:9])=[O:42])=[CH:36][CH:37]=3)[CH:32]=[CH:31]2)[C:21]2[CH:45]=[CH:46][C:18]([F:17])=[CH:19][CH:20]=2)=[CH:24][CH:25]=1. Reported procedure: 0.31 g of compound 59 was obtained in a similar manner to those described in the Examples 1 and 2 using 1.11 g of ethyl 4-(2-aminophenoxy)butyrate and 1.0 g of 3-[1-(4,4'-difluorobenzhydryl)indol-5-yl]isocrotonic acid obtained according to the procedures described in the Reference Examples 1-4. The reactants are C(C)(C)(C)C=1C=NC(NC1)=O (5-tert-butylpyrimidin-2(1H)-one), O=P(Cl)(Cl)Cl (POCl3). Procedure details: 200 mL POCl3 and 14 g (0.09 mol) 5-tert-butylpyrimidin-2(1H)-one are heated in a sealed glass ampoule for 3 h at 160° C. The mixture is cooled and the excess RXN SMILES: [C:1]([C:5]1[CH:6]=[N:7][C:8](=O)[NH:9][CH:10]=1)([CH3:4])([CH3:3])[CH3:2].O=P(Cl)(Cl)[Cl:14]>>[C:1]([C:5]1[CH:6]=[N:7][C:8]([Cl:14])=[N:9][CH:10]=1)([CH3:4])([CH3:3])[CH3:2]. Yields the product C(C)(C)(C)C=1C=NC(=NC1)Cl (5-tert-Butyl-2-chloropyrimidine).